Task: describe an organic reaction: reactants, conditions, products, and yield. Dataset: the Open Reaction Database (ORD), a public repository of structured organic reaction records The reactants are COC1=C(C=CC=C1)B(O)O (2-methoxyphenylboronic acid), C([O-])([O-])=O.[K+].[K+] (potassium carbonate), BrC1=C2C=CNC2=CC=C1 (4-bromoindole). Reagents/catalysts: CC1=C([P](C2=C(C)C=CC=C2)([Pd]([P](C3=C(C)C=CC=C3)(C4=C(C)C=CC=C4)C(C=CC=C5)=C5C)(Cl)Cl)C6=C(C)C=CC=C6)C=CC=C1 (dichlorobis(tri-o-tolylphosphine)palladium(II)). Run in O1CCOCC1 (dioxane), O (water). Conditions: time 15 minute. The product is COC1=C(C=CC=C1)C1=C2C=CNC2=CC=C1 (4-(2-methoxyphenyl)indole). Isolated yield 49.5%. Reaction SMILES: [CH3:1][O:2][C:3]1[CH:8]=[CH:7][CH:6]=[CH:5][C:4]=1B(O)O.C(=O)([O-])[O-].[K+].[K+].Br[C:19]1[CH:27]=[CH:26][CH:25]=[C:24]2[C:20]=1[CH:21]=[CH:22][NH:23]2>O1CCOCC1.O.CC1C=CC=CC=1[P](C1C=CC=CC=1C)([Pd](Cl)(Cl)[P](C1=C(C)C=CC=C1)(C1C=CC=CC=1C)C1C=CC=CC=1C)C1C=CC=CC=1C>[CH3:1][O:2][C:3]1[CH:8]=[CH:7][CH:6]=[CH:5][C:4]=1[C:19]1[CH:27]=[CH:26][CH:25]=[C:24]2[C:20]=1[CH:21]=[CH:22][NH:23]2 |f:1.2.3,^1:41,52|. Reported procedure: 0.73 g of 2-methoxyphenylboronic acid and then 1.66 g of potassium carbonate are successively added to a solution of 0.78 g of 4-bromoindole in 15 ml of dioxane and 5 ml of water under argon. The reaction mixture is stirred at ambient temperature for 15 minutes, and then 0.16 g of dichlorobis(tri-o-tolylphosphine)palladium(II) is added. The reaction mixture is stirred at ambient temperature for 16 hours, and then at 60° C. for 18 hours, and, finally, at 110° C. for 3 hours. After returning to am...